Dataset: the Open Reaction Database (ORD), a public repository of structured organic reaction records. Task: describe an organic reaction: reactants, conditions, products, and yield The reactants are Intermediate 8, FC(C1=C(C=CC=C1)S(=O)(=O)NC1=NC=CN=C1C1=CC=C(C=C1)CO)(F)F (2-trifluoromethyl-N-{3-[4-(hydroxymethyl)phenyl]pyrazin-2-yl}benzene sulfonamide), S(=O)(Cl)Cl (thionyl chloride). Product: ClCC1=CC=C(C=C1)C=1C(=NC=CN1)NS(=O)(=O)C1=C(C=CC=C1)C(F)(F)F (N-{3-[4-(chloromethyl)phenyl]pyrazin-2-yl}-2-(trifluoromethyl)benzenesulfonamide). Yield: 96.0%. RXN SMILES: [F:1][C:2]([F:28])([F:27])[C:3]1[CH:8]=[CH:7][CH:6]=[CH:5][C:4]=1[S:9]([NH:12][C:13]1[C:18]([C:19]2[CH:24]=[CH:23][C:22]([CH2:25]O)=[CH:21][CH:20]=2)=[N:17][CH:16]=[CH:15][N:14]=1)(=[O:11])=[O:10].S(Cl)([Cl:31])=O>>[Cl:31][CH2:25][C:22]1[CH:23]=[CH:24][C:19]([C:18]2[C:13]([NH:12][S:9]([C:4]3[CH:5]=[CH:6][CH:7]=[CH:8][C:3]=3[C:2]([F:28])([F:27])[F:1])(=[O:11])=[O:10])=[N:14][CH:15]=[CH:16][N:17]=2)=[CH:20][CH:21]=1. Reported procedure: Following the general method as outlined for Intermediate 8, starting from 2-trifluoromethyl-N-{3-[4-(hydroxymethyl)phenyl]pyrazin-2-yl}benzene sulfonamide and thionyl chloride, the title compound was isolated, after evaporation and recrystallization, as a white solid in 96% yield (97% purity by HPLC). Starting materials: C1(=NNCCCCCC1)C1=CCCCCCCC1 (Diazabicyclononene), S(=O)(=O)([O-])C1=CC=C(C)C=C1 (tosylate). Run in CCCCCC (hexane). Conditions: temperature 110 celsius, time 1 hour. The product is C1OCCC12CC=CCC2 (2-oxaspiro[4.5]dec-7-ene). Yield: 74.0%. Reaction SMILES: [C:1]1([C:10]2[CH2:18][CH2:17]C[CH2:15][CH2:14][CH2:13][CH2:12][CH:11]=2)CCCCCCNN=1.S(C1C=CC(C)=CC=1)([O-])(=O)=[O:20]>CCCCCC>[CH2:1]1[C:10]2([CH2:11][CH2:12][CH:13]=[CH:14][CH2:15]2)[CH2:18][CH2:17][O:20]1. Reported procedure: Diazabicyclononene (DBN) (76.2 g., 0.61 mole) was stirred and heated at 90° C. while the tosylate from Part E above (133.2 g. (0.43 mole)) was added portionwise. When the addition was completed the mixture was stirred at 110° C. for one hour then cooled in an ice-water bath. The mixture was then diluted with hexane causing the precipitation of salts. The resulting suspension was filtered and the solid filtered salts were washed with hexane. The hexane solution was concentrated on a rotating evap... Reactants: ClC1=C(C=CC(=C1)OC1=CC=C(C=C1)Cl)C(CN1N=CN=C1)(C(C)C)O (2-[2-chloro-4-(4-chlorophenoxy)phenyl]-3-methyl-1-(1,2,4-triazol-1-yl)butan-2-ol), [H-].[Na+] (sodium hydride), [Cl-].[Na+] (sodium chloride), C(C=C)Br (allyl bromide). Solvent: C1CCOC1 (THF). Reaction conditions: time 30 minute. Yields the product C(C=C)OC(CN1N=CN=C1)(C(C)C)C1=C(C=C(C=C1)OC1=CC=C(C=C1)Cl)Cl (1-[2-allyloxy-2-[2-chloro-4-(4-chlorophenoxy)phenyl]-3-methyl-butyl]-1,2,4-triazole). RXN SMILES: [Cl:1][C:2]1[CH:7]=[C:6]([O:8][C:9]2[CH:14]=[CH:13][C:12]([Cl:15])=[CH:11][CH:10]=2)[CH:5]=[CH:4][C:3]=1[C:16]([OH:26])([CH:23]([CH3:25])[CH3:24])[CH2:17][N:18]1[CH:22]=[N:21][CH:20]=[N:19]1.[H-].[Na+].[CH2:29](Br)[CH:30]=[CH2:31].[Cl-].[Na+]>C1COCC1>[CH2:31]([O:26][C:16]([C:3]1[CH:4]=[CH:5][C:6]([O:8][C:9]2[CH:10]=[CH:11][C:12]([Cl:15])=[CH:13][CH:14]=2)=[CH:7][C:2]=1[Cl:1])([CH:23]([CH3:24])[CH3:25])[CH2:17][N:18]1[CH:22]=[N:21][CH:20]=[N:19]1)[CH:30]=[CH2:29] |f:1.2,4.5|. Procedure details: To a solution of 2-[2-chloro-4-(4-chlorophenoxy)phenyl]-3-methyl-1-(1,2,4-triazol-1-yl)butan-2-ol (0.50 g) in 15 mL of THF was added sodium hydride (40 mg) at room temperature. The reaction mixture was then stirred for 30 min followed by the addition of allyl bromide (130 mg) and stirred at room temperature for 18 hours, then at 70° C. for 6 hours and then at 120° C. for 10 hours. An aq. solution of sodium chloride was then added, the mixture was extracted with dichloromethane, dried, evaporated... Starting materials: C1(=CC=CC=C1)CN1C[C@H]2COCCN2C(C1=O)=O ((9aS)-8-(phenylmethyl)hexahydropyrazino[2,1-c][1,4]oxazine-6,7-dione), [H-].[H-].[H-].[H-].[Li+].[Al+3] (LAH). Solvent: C1CCOC1 (THF). Run at temperature 65 celsius, time 1 hour. The product is C1(=CC=CC=C1)CN1C[C@H]2COCCN2CC1 ((9aS)-8-(phenylmethyl)octahydropyrazino[2,1-c][1,4]oxazine). Yield: 97.5%. Reaction SMILES: [C:1]1([CH2:7][N:8]2[C:17](=O)[C:16](=O)[N:15]3[C@H:10]([CH2:11][O:12][CH2:13][CH2:14]3)[CH2:9]2)[CH:6]=[CH:5][CH:4]=[CH:3][CH:2]=1.[H-].[H-].[H-].[H-].[Li+].[Al+3]>C1COCC1>[C:1]1([CH2:7][N:8]2[CH2:17][CH2:16][N:15]3[C@H:10]([CH2:11][O:12][CH2:13][CH2:14]3)[CH2:9]2)[CH:2]=[CH:3][CH:4]=[CH:5][CH:6]=1 |f:1.2.3.4.5.6|. Reported procedure: To (9aS)-8-(phenylmethyl)hexahydropyrazino[2,1-c][1,4]oxazine-6,7-dione (2.06 g, 7.90 mmol) in THF (20 mL) at 0° C. was added LAH (30.0 mL, 29.6 mmol, 1M in THF) dropwise. The solution was heated overnight at 45° C. and a subsequent 5 days at 65° C. The reaction was cooled to 0° C., quenched slowly with EtOAc (15 mL), H2O (1.2 mL), NaOH (1.20 mL, 15% w/w in H2O) and H2O (3.60 mL). The resultant mixture was stirred for 1 h, diluted with EtOAc and filtered. The filter cake was taken up in 1N NaOH,... Starting materials: CCOc1cc(Br)ccc1OC, C1CCOC1, CCCCCC, CC(C)O, COc1ccc(C(=O)N(C)OC)cc1F, O. Yields the product CCOc1cc(C(=O)c2ccc(OC)c(F)c2)ccc1OC. RXN SMILES: [Br:1][c:2]1[cH:3][c:4]([O:10][CH2:11][CH3:12])[c:5]([O:8][CH3:9])[cH:6][cH:7]1.[CH2:38]1[O:39][CH2:40][CH2:41][CH2:42]1.[CH3:13][CH2:14][CH2:15][CH2:16][CH2:17][CH3:18].[CH:34]([OH:35])([CH3:36])[CH3:37].[F:19][c:20]1[cH:21][c:22]([C:23](=[O:24])[N:25]([O:26][CH3:27])[CH3:28])[cH:29][cH:30][c:31]1[O:32][CH3:33].[OH2:43]>>[c:2]1([C:23]([c:22]2[cH:21][c:20]([F:19])[c:31]([O:32][CH3:33])[cH:30][cH:29]2)=[O:24])[cH:3][c:4]([O:10][CH2:11][CH3:12])[c:5]([O:8][CH3:9])[cH:6][cH:7]1. The reactants are FC=1C=C(CN2N=CC3=CC(=CC=C23)NC2=NC=NC3=CC=CC(=C23)O[C@@H](C(=O)OC)C)C=CC1 (methyl (2R)-2-[(4-{[1-(3-fluorobenzyl)-1H-indazol-5-yl]amino}quinazolin-5-yl)oxy]propanoate), C(O)CN (ethanolamine). Yields the product FC=1C=C(CN2N=CC3=CC(=CC=C23)NC2=NC=NC3=CC=CC(=C23)O[C@@H](C(=O)NCCO)C)C=CC1 ((2R)-2-[(4-{[1-(3-fluorobenzyl)-1H-indazol-5-yl]amino}quinazolin-5-yl)oxy]-N-(2-hydroxyethyl)propanamide). Isolated yield 80.9%. Reaction SMILES: [F:1][C:2]1[CH:3]=[C:4]([CH:33]=[CH:34][CH:35]=1)[CH2:5][N:6]1[C:14]2[C:9](=[CH:10][C:11]([NH:15][C:16]3[C:25]4[C:20](=[CH:21][CH:22]=[CH:23][C:24]=4[O:26][C@H:27]([CH3:32])[C:28](OC)=[O:29])[N:19]=[CH:18][N:17]=3)=[CH:12][CH:13]=2)[CH:8]=[N:7]1.[CH2:36]([CH2:38][NH2:39])[OH:37]>>[F:1][C:2]1[CH:3]=[C:4]([CH:33]=[CH:34][CH:35]=1)[CH2:5][N:6]1[C:14]2[C:9](=[CH:10][C:11]([NH:15][C:16]3[C:25]4[C:20](=[CH:21][CH:22]=[CH:23][C:24]=4[O:26][C@H:27]([CH3:32])[C:28]([NH:39][CH2:38][CH2:36][OH:37])=[O:29])[N:19]=[CH:18][N:17]=3)=[CH:12][CH:13]=2)[CH:8]=[N:7]1. Procedure: Using the same procedure as in Example 26, methyl (2R)-2-[(4-{[1-(3-fluorobenzyl)-1H-indazol-5-yl]amino}quinazolin-5-yl)oxy]propanoate (200 mg, 0.42 mmol) was reacted with ethanolamine (0.15 mL, 2.5 mmol) to give the title compound as a white solid (170 mg, 80%); NMR Spectrum 1.65 (d, 3H), 3.22 (q, 2H), 3.41-3.45 (m, 2H), 4.75 (t, 1H), 5.22 (q, 1H), 5.70 (s, 2H), 7.01-7.12 (m, 4H), 7.36 (dd, 2H), 7.72-7.76 (m, 3H), 8.17 (s, 1H), 8.47 (m, 1H), 8.53 (s, 1H), 8.56 (s, 1H), 10.73 (br s, 1H); Mass sp... Reactants: Cl.ClC1=C(C=CC=C1)NN ((2-chlorophenyl)hydrazine hydrochloride), BrC=1C=CC(=NC1)C(CC(C(=O)OC)=O)=O (methyl 4-(5-bromopyridin-2-yl)-2,4-dioxobutanoate), C(=O)(O)[O-].[Na+] (NaHCO3). Solvent: CCOC(=O)C (EtOAc), CO (MeOH). Reaction conditions: temperature 120 celsius. Yields the product BrC=1C=CC(=NC1)C1=CC(=NN1C1=C(C=CC=C1)Cl)C(=O)OC (methyl 5-(5-bromopyridin-2-yl)-1-(2-chlorophenyl)-1H-pyrazole-3-carboxylate). Isolated yield 12.7%. RXN SMILES: Cl.[Cl:2][C:3]1[CH:8]=[CH:7][CH:6]=[CH:5][C:4]=1[NH:9][NH2:10].[Br:11][C:12]1[CH:13]=[CH:14][C:15]([C:18](=O)[CH2:19][C:20](=O)[C:21]([O:23][CH3:24])=[O:22])=[N:16][CH:17]=1.C([O-])(O)=O.[Na+]>CO.CCOC(C)=O>[Br:11][C:12]1[CH:13]=[CH:14][C:15]([C:18]2[N:9]([C:4]3[CH:5]=[CH:6][CH:7]=[CH:8][C:3]=3[Cl:2])[N:10]=[C:20]([C:21]([O:23][CH3:24])=[O:22])[CH:19]=2)=[N:16][CH:17]=1 |f:0.1,3.4|. Procedure: A mixture of (2-chlorophenyl)hydrazine hydrochloride (1.1 g, 6.1 mmol) and methyl 4-(5-bromopyridin-2-yl)-2,4-dioxobutanoate (1.7 g, 6.0 mmol) in MeOH (30 mL) was divided into two microwave reaction vessels. Each reaction vessel was then heated in the microwave at 120° C. for ten minutes. LC/MS analysis at this time showed the reaction to be essentially complete. The solutions were concentrated under reduced pressure to afford a dark brown semi-solid. This material was taken up in EtOAc and satu...